From a dataset of the Open Reaction Database (ORD), a public repository of structured organic reaction records. describe an organic reaction: reactants, conditions, products, and yield The reactants are O.[OH-].[Li+] (lithium hydroxide monohydrate), CC1=NC=C(C(=N1)N(CC1=CC=C(C=C1)C1=C(C=CC=C1)C1=NN=NN1C(C1=CC=CC=C1)(C1=CC=CC=C1)C1=CC=CC=C1)CCCC)C(=O)OCC (Ethyl 2-methyl-4-{N-butyl-N-[{2'-(N-triphenylmethyltetrazol-5-yl)biphenyl-4-yl}methyl]amino}pyrimidine-5-carboxylate), Cl (hydrochloric acid). Run in O (water), C1CCOC1 (THF), CO (methanol). Conditions: time 2 hour. The product is Cl.CC1=NC=C(C(=N1)N(CC1=CC=C(C=C1)C1=C(C=CC=C1)C1=NN=NN1)CCCC)C(=O)O (2-Methyl-4-{N-butyl-N-[{2'-(1H-tetrazol-5-yl)biphenyl-4-yl}methyl]amino}pyrimidine--5-carboxylic acid hydrochloride). Reaction SMILES: [CH3:1][C:2]1[N:7]=[C:6]([N:8]([CH2:46][CH2:47][CH2:48][CH3:49])[CH2:9][C:10]2[CH:15]=[CH:14][C:13]([C:16]3[CH:21]=[CH:20][CH:19]=[CH:18][C:17]=3[C:22]3[N:26](C(C4C=CC=CC=4)(C4C=CC=CC=4)C4C=CC=CC=4)[N:25]=[N:24][N:23]=3)=[CH:12][CH:11]=2)[C:5]([C:50]([O:52]CC)=[O:51])=[CH:4][N:3]=1.O.[OH-].[Li+].[ClH:58]>CO.C1COCC1.O>[ClH:58].[CH3:1][C:2]1[N:7]=[C:6]([N:8]([CH2:46][CH2:47][CH2:48][CH3:49])[CH2:9][C:10]2[CH:11]=[CH:12][C:13]([C:16]3[CH:21]=[CH:20][CH:19]=[CH:18][C:17]=3[C:22]3[NH:23][N:24]=[N:25][N:26]=3)=[CH:14][CH:15]=2)[C:5]([C:50]([OH:52])=[O:51])=[CH:4][N:3]=1 |f:1.2.3,8.9|. Reported procedure: The product of Example 1B (0.6 g, 0.842 mmole) was dissolved in 4 ml of methanol and 6 ml of THF. A solution of 180 mg of lithium hydroxide monohydrate in 1.5 ml of water was added and the mixture was refluxed for 5 hours. After cooling, 1 ml of concentrated hydrochloric acid was added and the mixture was stirred at room temperature for 2 hours. The resulting solution was concentrated under vacuum and 2 ml of water and 3 ml of ether was added to the residue. An oil which was insoluble in both la... Reactants: N[C@H]1[C@@H]2N(C(=C(CS2)Cl)C(=O)OCC2=CC=C(C=C2)[N+](=O)[O-])C1=O (p-nitrobenzyl 7β-amino-3-chloro-3-cephem-4-carboxylate), [I-].[Li+] (lithium iodide), Cl (hydrochloric acid). Run in O1CCCC1 (tetrahydrofuran), O1CCCC1 (tetrahydrofuran). Product: N[C@H]1[C@@H]2N(C(=C(CS2)Cl)C(=O)O)C1=O (7β-amino-3-chloro-3-cephem-4-carboxylic acid). The yield is 25.1%. As a reaction SMILES: [NH2:1][C@@H:2]1[C:23](=[O:24])[N:4]2[C:5]([C:10]([O:12]CC3C=CC([N+]([O-])=O)=CC=3)=[O:11])=[C:6]([Cl:9])[CH2:7][S:8][C@H:3]12.[I-].[Li+].Cl>O1CCCC1>[NH2:1][C@@H:2]1[C:23](=[O:24])[N:4]2[C:5]([C:10]([OH:12])=[O:11])=[C:6]([Cl:9])[CH2:7][S:8][C@H:3]12 |f:1.2|. Procedure: To a slurry of 3.7 g (10 mmol) of p-nitrobenzyl 7β-amino-3-chloro-3-cephem-4-carboxylate and 61 ml of tetrahydrofuran, was added 8.03 g (60 mmol) of lithium iodide. The resulting reaction mixture was then heated to reflux and allowed to react for about 21/2 hours. The solution was cooled to complete the precipitation of lithium 7β-amino-3-chloro-3-cephem-4-carboxylate. This precipitate was isolated by filtration, slurried in 25 ml of tetrahydrofuran and then acidified to a pH of 3.7 with 1N hydr... Starting materials: O1COC2=C1C=CC=C2C(=O)C2=C(C=CC=1OCOC12)N (5-Amino-1,3-benzodioxole-4-yl 1,3-benzodioxole-4-yl ketone), COC(C(CC)=O)=O (2-ketobutyric acid methyl ester), S(O)(O)(=O)=O (sulfuric acid). Solvent: C(C)(=O)O (acetic acid). Product: O1COC2=C1C=CC(=C2)C2=C(C(=NC1=CC=C3C(=C21)OCO3)C(=O)OC)C (Methyl 9-(1,3-benzodioxole-5-yl)-8-methyl-1,3-dioxolo[4,5-f]quinoline-7-carboxylate). Yield: 75.2%. Reaction SMILES: [O:1]1[C:5]2[CH:6]=[CH:7][CH:8]=[C:9]([C:10]([C:12]3[C:20]4[O:19][CH2:18][O:17][C:16]=4[CH:15]=[CH:14][C:13]=3[NH2:21])=O)[C:4]=2[O:3][CH2:2]1.[CH3:22][O:23][C:24](=[O:29])[C:25](=O)[CH2:26][CH3:27].S(=O)(=O)(O)O>C(O)(=O)C>[O:3]1[C:6]2[CH:7]=[CH:8][C:9]([C:10]3[C:12]4[C:13](=[CH:14][CH:15]=[C:16]5[O:17][CH2:18][O:19][C:20]5=4)[N:21]=[C:25]([C:24]([O:23][CH3:22])=[O:29])[C:26]=3[CH3:27])=[CH:4][C:5]=2[O:1][CH2:2]1. Procedure: 5-Amino-1,3-benzodioxole-4-yl 1,3-benzodioxole-4-yl ketone (2.7 g) and 2-ketobutyric acid methyl ester (1.9 g) were dissolved in acetic acid (30 ml), followed by addition of sulfuric acid (0.3 ml). The mixture was refluxed for 1.5 hours and then concentrated under reduced pressure. Water was added to the residue, followed by extraction with ethyl acetate. The extract was washed with aqueous sodium hydrogen carbonate solution and water successively, dried over magnesium sulfate and concentrated u... The reactants are CCCCO, CSC1=Nc2ccccc2CS1, Nc1ccc(Cl)c(Cl)c1. Product: Clc1ccc(NC2=Nc3ccccc3CS2)cc1Cl. Reaction SMILES: [CH2:22]([OH:23])[CH2:24][CH2:25][CH3:26].[CH3:1][S:2][C:3]1=[N:4][c:5]2[c:6]([cH:9][cH:10][cH:11][cH:12]2)[CH2:7][S:8]1.[NH2:13][c:14]1[cH:15][cH:16][c:17]([Cl:18])[c:19]([Cl:20])[cH:21]1>>[C:3]1([NH:13][c:14]2[cH:15][cH:16][c:17]([Cl:18])[c:19]([Cl:20])[cH:21]2)=[N:4][c:5]2[c:6]([cH:9][cH:10][cH:11][cH:12]2)[CH2:7][S:8]1. The reactants are O=C([O-])[O-], Clc1ccc(Cl)nn1, [K+], [K+], [Na+], [OH-], Oc1ccc(Cl)cc1. Product: Clc1ccc(Oc2ccc(Cl)nn2)cc1. As a reaction SMILES: [C:17](=[O:18])([O-:19])[O-:20].[Cl:1][c:2]1[n:3][n:4][c:5]([Cl:8])[cH:6][cH:7]1.[K+:21].[K+:22].[Na+:24].[OH-:23].[OH:9][c:10]1[cH:11][cH:12][c:13]([Cl:14])[cH:15][cH:16]1>>[c:2]1([O:9][c:10]2[cH:11][cH:12][c:13]([Cl:14])[cH:15][cH:16]2)[n:3][n:4][c:5]([Cl:8])[cH:6][cH:7]1. Reactants: CCOC(=O)CC#N, CCO, CN(C)C=O, CC(=O)O, CCOC(=O)C=Cc1ccc(F)cc1, [H-], [Na+], O. Product: CCOC(=O)CC(c1ccc(F)cc1)C(C#N)C(=O)OCC. RXN SMILES: [C:1](#[N:2])[CH2:3][C:4](=[O:5])[O:6][CH2:7][CH3:8].[CH3:25][CH2:26][OH:27].[CH3:28][N:29]([CH3:30])[CH:31]=[O:32].[CH3:34][C:35](=[O:36])[OH:37].[F:11][c:12]1[cH:13][cH:14][c:15]([CH:16]=[CH:17][C:18](=[O:19])[O:20][CH2:21][CH3:22])[cH:23][cH:24]1.[H-:9].[Na+:10].[OH2:33]>>[C:1](#[N:2])[CH:3]([C:4](=[O:5])[O:6][CH2:7][CH3:8])[CH:16]([c:15]1[cH:14][cH:13][c:12]([F:11])[cH:24][cH:23]1)[CH2:17][C:18](=[O:19])[O:20][CH2:21][CH3:22].